Dataset: the Open Reaction Database (ORD), a public repository of structured organic reaction records. Task: describe an organic reaction: reactants, conditions, products, and yield Run in CO (methanol), CO (methanol). As a reaction SMILES: [CH3:1][C:2]1[N:7]=[C:6]([NH2:8])[N:5]=[C:4]([NH2:9])[N:3]=1.[C:10]1([CH3:17])[C:15]([OH:16])=[CH:14][CH:13]=[CH:12][CH:11]=1.C=O>CO.[OH-].[Na+]>[CH3:1][C:2]1[N:7]=[C:6]([NH2:8])[N:5]=[C:4]([NH2:9])[N:3]=1.[C:10]1([CH3:17])[C:15]([OH:16])=[CH:14][CH:13]=[CH:12][CH:11]=1 |f:4.5,6.7|. Reported procedure: A mixture of 40 parts by weight of acetoguanamine, 60 parts by weight of cresol (60% by weight of m-cresol and 40% by weight of p-cresol) and 50 parts by weight of paraformaldehyde was allowed to react in methanol in the presence of sodium hydroxide catalyst to obtain a methanol solution of acetoguanamine-cresol co-condensation resin. A coil was wound using an insulating paper and immersed in said methanol solution under a vacuum of 40 mmHg for one hour. The coil was then dried at 60° C. for 3 h... The reagents and catalysts are [OH-].[Na+] (sodium hydroxide). Product: CC1=NC(=NC(=N1)N)N.C1(=CC=CC=C1O)C (acetoguanamine cresol). The reactants are 40, CC1=NC(=NC(=N1)N)N (acetoguanamine), C1(=CC=CC=C1O)C (cresol), C=O (paraformaldehyde). The reactants are O=C1CCCCCN1, O, O=P(O)(O)O. The product is O=C1CCCCCN1, O=P(O)(O)O. RXN SMILES: [C:1]1(=[O:8])[CH2:2][CH2:3][CH2:4][CH2:5][CH2:6][NH:7]1.[OH2:14].[P:9]([OH:10])([OH:11])([OH:12])=[O:13]>>[C:1]1(=[O:8])[CH2:2][CH2:3][CH2:4][CH2:5][CH2:6][NH:7]1.[P:9](=[O:10])([OH:11])([OH:12])[OH:13].